This data is from the Open Reaction Database (ORD), a public repository of structured organic reaction records. The task is: describe an organic reaction: reactants, conditions, products, and yield Starting materials: COc1cc(CCl)c(OC)c2ccccc12, CC(C)(C)OC(=O)N1CCC(c2ccc(OCCOCCc3ccccc3)cc2)C(O)C1. Yields the product COc1cc(COC2CN(C(=O)OC(C)(C)C)CCC2c2ccc(OCCOCCc3ccccc3)cc2)c(OC)c2ccccc12. Reaction SMILES: [Cl:33][CH2:34][c:35]1[c:36]([O:47][CH3:48])[c:37]2[cH:38][cH:39][cH:40][cH:41][c:42]2[c:43]([O:45][CH3:46])[cH:44]1.[OH:1][CH:2]1[CH2:3][N:4]([C:26](=[O:27])[O:28][C:29]([CH3:30])([CH3:31])[CH3:32])[CH2:5][CH2:6][CH:7]1[c:8]1[cH:9][cH:10][c:11]([O:14][CH2:15][CH2:16][O:17][CH2:18][CH2:19][c:20]2[cH:21][cH:22][cH:23][cH:24][cH:25]2)[cH:12][cH:13]1>>[O:1]([CH:2]1[CH2:3][N:4]([C:26](=[O:27])[O:28][C:29]([CH3:30])([CH3:31])[CH3:32])[CH2:5][CH2:6][CH:7]1[c:8]1[cH:9][cH:10][c:11]([O:14][CH2:15][CH2:16][O:17][CH2:18][CH2:19][c:20]2[cH:21][cH:22][cH:23][cH:24][cH:25]2)[cH:12][cH:13]1)[CH2:34][c:35]1[c:36]([O:47][CH3:48])[c:37]2[cH:38][cH:39][cH:40][cH:41][c:42]2[c:43]([O:45][CH3:46])[cH:44]1. Reactants: [N+](=O)([O-])C1=C(C=[N+](C2=CC=CC=C12)[O-])N1CCCCC1 (4-nitro-3-piperidinoquinoline-N-oxide). Reagents/catalysts: [Ni] (Raney nickel). Solvent: CO (methanol), O1CCCC1 (tetrahydrofuran). Product: NC1=C(C=NC2=CC=CC=C12)N1CCCCC1 (4-amino-3-piperidinoquinoline). Reaction SMILES: [N+:1]([C:4]1[C:13]2[C:8](=[CH:9][CH:10]=[CH:11][CH:12]=2)[N+:7]([O-])=[CH:6][C:5]=1[N:15]1[CH2:20][CH2:19][CH2:18][CH2:17][CH2:16]1)([O-])=O>CO.O1CCCC1.[Ni]>[NH2:1][C:4]1[C:13]2[C:8](=[CH:9][CH:10]=[CH:11][CH:12]=2)[N:7]=[CH:6][C:5]=1[N:15]1[CH2:20][CH2:19][CH2:18][CH2:17][CH2:16]1. Procedure details: The 4-nitro-3-piperidinoquinoline-N-oxide (4 g, 0.015 mol) was dissolved in a mixed solvent of methanol and tetrahydrofuran (50 ml) and subjected to catalytic reduction in the presence of purified Raney nickel (2 ml). Upon isolation and purification by chromatography on an alumina column (developing solvent: CHCl3), 4-amino-3-piperidinoquinoline was obtained in an amount of 2.1 g (yield, 63%). Reactants: C1(CCCC1)=CC#N (cyclopentylideneacetonitrile), CC1(OB(OC1(C)C)C=1C=NNC1)C (4-(4,4,5,5-tetramethyl-1,3,2-dioxaborolan-2-yl)-1H-pyrazole), N12CCCCCC2=NCCC1 (1,8-diazabicyclo[5.4.0]undec-7-ene). Run in C(C)#N (acetonitrile). Product: CC1(OB(OC1(C)C)C=1C=NN(C1)C1(CCCC1)CC#N)C ({1-[4-(4,4,5,5-tetramethyl-1,3,2-dioxaborolan-2-yl)-1H-pyrazol-1-yl]cyclopentyl}acetonitrile). Yield: 17.2%. As a reaction SMILES: [C:1]1(=[CH:6][C:7]#[N:8])[CH2:5][CH2:4][CH2:3][CH2:2]1.[CH3:9][C:10]1([CH3:22])[C:14]([CH3:16])([CH3:15])[O:13][B:12]([C:17]2[CH:18]=[N:19][NH:20][CH:21]=2)[O:11]1.N12CCCN=C1CCCCC2>C(#N)C>[CH3:9][C:10]1([CH3:22])[C:14]([CH3:15])([CH3:16])[O:13][B:12]([C:17]2[CH:21]=[N:20][N:19]([C:1]3([CH2:6][C:7]#[N:8])[CH2:5][CH2:4][CH2:3][CH2:2]3)[CH:18]=2)[O:11]1. Reported procedure: A mixture of cyclopentylideneacetonitrile (0.65 g, 0.0061 mol), 4-(4,4,5,5-tetramethyl-1,3,2-dioxaborolan-2-yl)-1H-pyrazole (0.60 g, 0.0031 mol, Aldrich, Cat. 525057), and 1,8-diazabicyclo[5.4.0]undec-7-ene (47 mg, 0.00031 mol, Aldrich, Cat. No. 139009) in acetonitrile (7 mL) was stirred at 60° C. overnight. After cooling to r.t., the reaction mixture was concentrated. The crude residue was purified by flash column chromatography on a silica gel column using 40% ethyl acetate in hexane as eluent... The reactants are C1(=CC=CC2=CC=CC=C12)[C@@H](C)N(C(OC(C)(C)C)=O)C[C@H]1CNC[C@@H]1C1=CC=CC=C1 (tert-butyl [(1R)-1-(1-naphthyl)ethyl]{[(3R,4S)-4-phenylpyrrolidin-3-yl]methyl}carbamate), C(C)(=O)OC(C)=O (acetic anhydride), N1=CC=CC=C1 (pyridine). Yields the product C(C)(=O)N1C[C@@H]([C@H](C1)C1=CC=CC=C1)CN(C(OC(C)(C)C)=O)[C@H](C)C1=CC=CC2=CC=CC=C12 (tert-butyl {[(3R,4S)-1-acetyl-4-phenylpyrrolidin-3-yl]methyl}[(1R)-1-(1-naphthyl)ethyl]carbamate). RXN SMILES: [C:1]1([C@H:11]([N:13]([CH2:21][C@@H:22]2[C@@H:26]([C:27]3[CH:32]=[CH:31][CH:30]=[CH:29][CH:28]=3)[CH2:25][NH:24][CH2:23]2)[C:14](=[O:20])[O:15][C:16]([CH3:19])([CH3:18])[CH3:17])[CH3:12])[C:10]2[C:5](=[CH:6][CH:7]=[CH:8][CH:9]=2)[CH:4]=[CH:3][CH:2]=1.N1C=CC=CC=1.[C:39](OC(=O)C)(=[O:41])[CH3:40]>>[C:39]([N:24]1[CH2:25][C@H:26]([C:27]2[CH:28]=[CH:29][CH:30]=[CH:31][CH:32]=2)[C@@H:22]([CH2:21][N:13]([C@@H:11]([C:1]2[C:10]3[C:5](=[CH:6][CH:7]=[CH:8][CH:9]=3)[CH:4]=[CH:3][CH:2]=2)[CH3:12])[C:14](=[O:20])[O:15][C:16]([CH3:18])([CH3:19])[CH3:17])[CH2:23]1)(=[O:41])[CH3:40]. Procedure details: A 309 mg portion of tert-butyl [(1R)-1-(1-naphthyl)ethyl]{[(3R,4S)-4-phenylpyrrolidin-3-yl]methyl}carbamate was dissolved in 7 ml of acetic anhydride and 14 ml of pyridine and stirred at room temperature for 13Hours. The reaction solution was concentrated under a reduced pressure, and the thus obtained residue was purified by a silica gel column chromatography (chloroform-ethyl acetate) to obtain 224 mg of tert-butyl {[(3R,4S)-1-acetyl-4-phenylpyrrolidin-3-yl]methyl}[(1R)-1-(1-naphthyl)ethyl]car... The reactants are C1CCOC1, CCCC1CC1(NC(=O)OC(C)(C)C)C(=O)OC, Cl, C1COCCO1. Yields the product CCCC1CC1(N)C(=O)OC, Cl. RXN SMILES: [CH2:26]1[O:27][CH2:28][CH2:29][CH2:30]1.[CH3:1][O:2][C:3](=[O:4])[C:5]1([NH:11][C:12]([O:13][C:14]([CH3:15])([CH3:16])[CH3:17])=[O:18])[CH:6]([CH2:8][CH2:9][CH3:10])[CH2:7]1.[ClH:19].[O:20]1[CH2:21][CH2:22][O:23][CH2:24][CH2:25]1>>[CH3:1][O:2][C:3](=[O:4])[C:5]1([NH2:11])[CH:6]([CH2:8][CH2:9][CH3:10])[CH2:7]1.[ClH:19]. Starting materials: CCCOc1c(C(C)=CC=CC(C)=CC(=O)OCC)cc(C(C)C)cc1C(C)C, CCO, Cl, [Na+], [OH-]. The product is CCCOc1c(C(C)=CC=CC(C)=CC(=O)O)cc(C(C)C)cc1C(C)C. Reaction SMILES: [CH2:1]([CH3:2])[O:3][C:4]([CH:5]=[C:6]([CH:7]=[CH:8][CH:9]=[C:10]([CH3:11])[c:12]1[c:13]([O:24][CH2:25][CH2:26][CH3:27])[c:14]([CH:21]([CH3:22])[CH3:23])[cH:15][c:16]([CH:18]([CH3:19])[CH3:20])[cH:17]1)[CH3:28])=[O:29].[CH3:33][CH2:34][OH:35].[ClH:32].[Na+:31].[OH-:30]>>[O:3]=[C:4]([CH:5]=[C:6]([CH:7]=[CH:8][CH:9]=[C:10]([CH3:11])[c:12]1[c:13]([O:24][CH2:25][CH2:26][CH3:27])[c:14]([CH:21]([CH3:22])[CH3:23])[cH:15][c:16]([CH:18]([CH3:19])[CH3:20])[cH:17]1)[CH3:28])[OH:29]. Reactants: COc1nc(Br)cnc1NCC1CCN(C(=O)OC(C)(C)C)CC1, CS(C)=O, ClCCl, N#C[Cu]C#N, [NH4+], [OH-], O. Product: COc1nc(C#N)cnc1NCC1CCN(C(=O)OC(C)(C)C)CC1. As a reaction SMILES: [C:1]([CH3:2])([CH3:3])([CH3:4])[O:5][C:6](=[O:7])[N:8]1[CH2:9][CH2:10][CH:11]([CH2:14][NH:15][c:16]2[n:17][cH:18][c:19]([Br:24])[n:20][c:21]2[O:22][CH3:23])[CH2:12][CH2:13]1.[CH3:30][S:31]([CH3:32])=[O:33].[Cl:37][CH2:38][Cl:39].[Cu:25]([C:26]#[N:27])[C:28]#[N:29].[NH4+:34].[OH-:35].[OH2:36]>>[C:1]([CH3:2])([CH3:3])([CH3:4])[O:5][C:6](=[O:7])[N:8]1[CH2:9][CH2:10][CH:11]([CH2:14][NH:15][c:16]2[n:17][cH:18][c:19]([C:26]#[N:27])[n:20][c:21]2[O:22][CH3:23])[CH2:12][CH2:13]1. The reactants are quartz, [O-2].[O-2].[O-2].[Al+3].[Al+3] (γ-alumina), dehydration product, OCC1C2CCC(C1C)C2 (2-hydroxymethyl-3-methylbicyclo[2.2.1]heptane), C=C1C2CCC(C1C)C2 (2-methylene-3-methylbicyclo[2.2.1]heptane). Product: CC=1C2CCC(C1C)C2 (2,3-dimethyl-bicyclo[2.2.1]hept-2-ene). RXN SMILES: [O-2].[O-2].[O-2].[Al+3].[Al+3].O[CH2:7][CH:8]1[CH:13]([CH3:14])[CH:12]2[CH2:15][CH:9]1[CH2:10][CH2:11]2.C=C1C(C)C2CC1CC2>>[CH3:7][C:8]1[CH:9]2[CH2:15][CH:12]([C:13]=1[CH3:14])[CH2:11][CH2:10]2 |f:0.1.2.3.4|. Reported procedure: Into an atmospheric reaction tube of the flow type made of quartz and having an outer diameter of 20 mm and a length of 500 mm, 20 g of γ-alumina (manufactured by NIKKI CHEMICAL Co., Ltd.; “N612N”) was placed. The dehydration was conducted at a reaction temperature of 285° C. and a weight hourly space velocity (WHSV) of 1.1 hr−1, and 490 g of a dehydration product of 2-hydroxymethyl-3-methylbicyclo[2.2.1]heptane containing 2-methylene-3-methylbicyclo[2.2.1]heptane and 2,3-dimethyl-bicyclo[2.2.1]... The reactants are C(CCCCC)C=1C=C(C=CC1OC)C=1C=C(C=CC(=O)OC)C=CC1 (Methyl 3-(3-hexyl-4-methoxyphenyl)cinnamate), [OH-].[Na+] (sodium hydroxide). Solvent: C(C)O (ethanol). Yields the product C(CCCCC)C=1C=C(C=CC1OC)C=1C=C(C=CC(=O)O)C=CC1 (3-(3-hexyl-4-methoxyphenyl)cinnamic acid). Isolated yield 59.1%. RXN SMILES: [CH2:1]([C:7]1[CH:8]=[C:9]([C:15]2[CH:16]=[C:17]([CH:24]=[CH:25][CH:26]=2)[CH:18]=[CH:19][C:20]([O:22]C)=[O:21])[CH:10]=[CH:11][C:12]=1[O:13][CH3:14])[CH2:2][CH2:3][CH2:4][CH2:5][CH3:6].[OH-].[Na+]>C(O)C>[CH2:1]([C:7]1[CH:8]=[C:9]([C:15]2[CH:16]=[C:17]([CH:24]=[CH:25][CH:26]=2)[CH:18]=[CH:19][C:20]([OH:22])=[O:21])[CH:10]=[CH:11][C:12]=1[O:13][CH3:14])[CH2:2][CH2:3][CH2:4][CH2:5][CH3:6] |f:1.2|. Procedure: Methyl 3-(3-hexyl-4-methoxyphenyl)cinnamate (80 mg, 0.29 mmol), ethanol (1 ml) and a 1N aqueous sodium hydroxide solution (1 ml) were mixed, and this solution was refluxed under heating for 1.5 hours. Ethanol was evaporated under reduced pressure, and conc. hydrochloric acid was added to make the solution acidic. Ethyl acetate (5 ml) was added to dissolve the precipitated crystals. The organic layer was separated, and the aqueous layer was extracted twice with ethyl acetate (5 ml). The organic l... Starting materials: N#Cc1cccc2[nH]cc(Br)c12, CI, [H-], [Na+], CN(C)C=O. The product is Cn1cc(Br)c2c(C#N)cccc21. RXN SMILES: [Br:1][c:2]1[cH:3][nH:4][c:5]2[cH:6][cH:7][cH:8][c:9]([C:11]#[N:12])[c:10]12.[CH3:15][I:16].[H-:14].[Na+:13].[O:17]=[CH:18][N:19]([CH3:20])[CH3:21]>>[Br:1][c:2]1[cH:3][n:4]([CH3:15])[c:5]2[cH:6][cH:7][cH:8][c:9]([C:11]#[N:12])[c:10]12.